Dataset: the Open Reaction Database (ORD), a public repository of structured organic reaction records. Task: describe an organic reaction: reactants, conditions, products, and yield Reactants: C(C1=CC=CC=C1)N1CCC(CC1)C(C)=O (1-benzyl-4-acetylpiperidine), C(C)(C)(C)OC1=CC=C(C=C1)CC(=O)OC (methyl 4-t-butoxyphenylacetate). The product is C(C1=CC=CC=C1)N1CCC(CC1)C(CC(CC1=CC=C(C=C1)OC(C)(C)C)=O)=O (1-(1-Benzylpiperidin-4-yl)-4-(4-t-butoxyphenyl)butane-1,3-dione). Yield: 87.0%. Reaction SMILES: [CH2:1]([N:8]1[CH2:13][CH2:12][CH:11]([C:14](=[O:16])[CH3:15])[CH2:10][CH2:9]1)[C:2]1[CH:7]=[CH:6][CH:5]=[CH:4][CH:3]=1.[C:17]([O:21][C:22]1[CH:27]=[CH:26][C:25]([CH2:28][C:29](OC)=[O:30])=[CH:24][CH:23]=1)([CH3:20])([CH3:19])[CH3:18]>>[CH2:1]([N:8]1[CH2:13][CH2:12][CH:11]([C:14](=[O:16])[CH2:15][C:29](=[O:30])[CH2:28][C:25]2[CH:26]=[CH:27][C:22]([O:21][C:17]([CH3:19])([CH3:18])[CH3:20])=[CH:23][CH:24]=2)[CH2:10][CH2:9]1)[C:2]1[CH:7]=[CH:6][CH:5]=[CH:4][CH:3]=1. Reported procedure: The title compound was prepared using a procedure similar to that described in Example 13 Step C from 1-benzyl-4-acetylpiperidine and methyl 4-t-butoxyphenylacetate in 87% yield. 1H NMR (500 MHz) δ 7.30˜7.35 (m, 4H), 7.24˜7.29 (m, 1H), 7.12˜7.15 (m, 2H), 6.95˜6.97 (m, 2H), 3.57 (s, 2H), 3.50 (s, 2H), 2.91˜2.95 (m, 2H), 2.15 (tt, 3.9 & 11.8 Hz, 1H), 1.95˜2.01 (m, 2H), 1.75˜1.80 (m, 2H), 1.63˜1.72 (m, 2H), 1.36 (s, 9H). Product: Cl.NC1=C2N=CN(C2=NC=N1)C1=CC(=C(C=C1)NC(=O)NC1=CC(=C(C=C1)Cl)C(F)(F)F)F (1-[4-(6-Aminopurin-9-yl)-2-fluorophenyl]-3-(4-chloro-3-(trifluoromethyl)phenyl)urea hydrochloride). Starting materials: N1=CN=C2N=CNC2=C1N (adenine), FC1=C(C=CC(=C1)F)[N+](=O)[O-] (2,4-difluoronitrobenzene), ClC1=C(C=C(C=C1)N=C=O)C(F)(F)F (4-chloro-3-(trifluoromethyl)phenyl isocyanate). As a reaction SMILES: [N:1]1[C:9]([NH2:10])=[C:8]2[C:4]([N:5]=[CH:6][NH:7]2)=[N:3][CH:2]=1.[F:11][C:12]1[CH:17]=[C:16](F)[CH:15]=[CH:14][C:13]=1[N+:19]([O-])=O.[Cl:22][C:23]1[CH:28]=[CH:27][C:26]([N:29]=[C:30]=[O:31])=[CH:25][C:24]=1[C:32]([F:35])([F:34])[F:33]>>[ClH:22].[NH2:10][C:9]1[N:1]=[CH:2][N:3]=[C:4]2[C:8]=1[N:7]=[CH:6][N:5]2[C:16]1[CH:15]=[CH:14][C:13]([NH:19][C:30]([NH:29][C:26]2[CH:27]=[CH:28][C:23]([Cl:22])=[C:24]([C:32]([F:34])([F:33])[F:35])[CH:25]=2)=[O:31])=[C:12]([F:11])[CH:17]=1 |f:3.4|. Procedure details: The title compound can be synthesized from adenine, 2,4-difluoronitrobenzene and 4-chloro-3-(trifluoromethyl)phenyl isocyanate by the same method as in Examples 29 and 30. Reactants: C(CCCCC=C)(=O)O (hept-6-enoic acid), C1=CC=CC=C1 (benzene), CN1C(NNC1=O)=O (4-methyl-1,2,4-triazolidine-3,5-dione), C1=CC=CC=C1 (benzene), resultant solution. Reaction conditions: time 8 hour. Yields the product COC(=O)CCCC=CCN1NC(N(C1=O)C)=O (1-(6'-methoxycarbonyl-n-hex-2-enyl)-4-methyl-1,2,4-triazolidine-3,5,-dione). As a reaction SMILES: [CH3:1][N:2]1[C:6](=[O:7])[NH:5][NH:4][C:3]1=[O:8].[C:9]([OH:17])(=[O:16])[CH2:10][CH2:11][CH2:12][CH2:13][CH:14]=[CH2:15].[CH:18]1C=CC=CC=1>>[CH3:18][O:16][C:9]([CH2:10][CH2:11][CH2:12][CH:13]=[CH:14][CH2:15][N:4]1[C:3](=[O:8])[N:2]([CH3:1])[C:6](=[O:7])[NH:5]1)=[O:17]. Reported procedure: Dinitrogen tetroxide was bubbled through a suspension of 4-methyl-1,2,4-triazolidine-3,5-dione (23.0 g, 0.2 mol) in dichloromethane (250 ml) cooled to 0° C., until a clear, homogenous deep red solution was obtained. This solution was then dried (Na2SO4), filtered, and the filtrate evaporated at room temperature in vacuo to give 4-methyl-1,2,4-triazolidine-3,5-dione (m.p. 105° decomp). To the 4-methyl-1,2,4-triazolidine-3,5-dione (23.0 g, 0.2 mol) dissolved in benzene (200 ml) was added dropwise ... Reactants: ClCCl, CO, Clc1cccc(C(Cl)(Cl)Cl)n1, Cl, [Fe]. Yields the product Clc1cccc(C(Cl)Cl)n1. Reaction SMILES: [CH2:16]([Cl:17])[Cl:18].[CH3:12][OH:13].[Cl:1][c:2]1[n:3][c:4]([C:8]([Cl:9])([Cl:10])[Cl:11])[cH:5][cH:6][cH:7]1.[ClH:14].[Fe:15]>>[Cl:1][c:2]1[n:3][c:4]([CH:8]([Cl:9])[Cl:10])[cH:5][cH:6][cH:7]1.